This data is from the Open Reaction Database (ORD), a public repository of structured organic reaction records. The task is: describe an organic reaction: reactants, conditions, products, and yield Reactants: Cc1nccc(N)c1C, CS(=O)(=O)Cl, CCOC(C)=O, CCN(C(C)C)C(C)C, ClCCCl, Cl, c1cc(C2CC(CN3CCNCC3)C2)ccc1CN1CCCC1. Product: CS(=O)(=O)N1CCN(CC2CC(c3ccc(CN4CCCC4)cc3)C2)CC1. RXN SMILES: [CH3:33][c:34]1[c:35]([CH3:36])[n:37][cH:38][cH:39][c:40]1[NH2:41].[CH3:42][S:43](=[O:44])(=[O:45])[Cl:46].[CH3:52][CH2:53][O:54][C:55]([CH3:56])=[O:57].[CH:24]([N:25]([CH:26]([CH3:27])[CH3:28])[CH2:29][CH3:30])([CH3:31])[CH3:32].[Cl:48][CH2:49][CH2:50][Cl:51].[ClH:47].[N:1]1([CH2:6][c:7]2[cH:8][cH:9][c:10]([CH:13]3[CH2:14][CH:15]([CH2:17][N:18]4[CH2:19][CH2:20][NH:21][CH2:22][CH2:23]4)[CH2:16]3)[cH:11][cH:12]2)[CH2:2][CH2:3][CH2:4][CH2:5]1>>[N:1]1([CH2:6][c:7]2[cH:8][cH:9][c:10]([CH:13]3[CH2:14][CH:15]([CH2:17][N:18]4[CH2:19][CH2:20][N:21]([S:43]([CH3:42])(=[O:44])=[O:45])[CH2:22][CH2:23]4)[CH2:16]3)[cH:11][cH:12]2)[CH2:2][CH2:3][CH2:4][CH2:5]1. The reactants are C1COCCN1, COC(=O)c1cccc2oc(CCl)nc12, CN(C)C=O. The product is COC(=O)c1cccc2oc(CN3CCOCC3)nc12. As a reaction SMILES: [CH2:16]1[CH2:17][O:18][CH2:19][CH2:20][NH:21]1.[Cl:1][CH2:2][c:3]1[o:4][c:5]2[c:6]([n:7]1)[c:8]([C:12](=[O:13])[O:14][CH3:15])[cH:9][cH:10][cH:11]2.[O:22]=[CH:23][N:24]([CH3:25])[CH3:26]>>[CH2:2]([c:3]1[o:4][c:5]2[c:6]([n:7]1)[c:8]([C:12](=[O:13])[O:14][CH3:15])[cH:9][cH:10][cH:11]2)[N:21]1[CH2:16][CH2:17][O:18][CH2:19][CH2:20]1. Reactants: COC(=O)C(C)(C)C1CCCN(C(=O)OC(C)(C)C)C1, CO, [Na+], [OH-]. Product: CC(C)(C)OC(=O)N1CCCC(C(C)(C)C(=O)O)C1. As a reaction SMILES: [C:1]([CH3:2])([CH3:3])([CH3:4])[O:5][C:6](=[O:7])[N:8]1[CH2:9][CH:10]([C:14]([CH3:15])([CH3:16])[C:17](=[O:18])[O:19][CH3:20])[CH2:11][CH2:12][CH2:13]1.[CH3:23][OH:24].[Na+:22].[OH-:21]>>[C:1]([CH3:2])([CH3:3])([CH3:4])[O:5][C:6](=[O:7])[N:8]1[CH2:9][CH:10]([C:14]([CH3:15])([CH3:16])[C:17](=[O:18])[OH:19])[CH2:11][CH2:12][CH2:13]1. Starting materials: 101b, NC1=C(C2=C(N(C(CCC2)=O)CC)C=C1)OC (7-Amino-1-ethyl-6-methoxy-1,3,4,5-tetrahydro-benzo[b]azepin-2-one), ClC1=NC=C(C(=N1)NC1=C(C=C(C=C1)N1CCN(CC1)C)OC)Cl ((2,5-Dichloro-pyrimidin-4-yl)-[2-methoxy-4-(4-methyl-piperazin-1-yl)-phenyl]-amine). Yields the product ClC=1C(=NC(=NC1)NC1=C(C2=C(N(C(CCC2)=O)CC)C=C1)OC)NC1=C(C=C(C=C1)N1CCN(CC1)C)OC (7-{5-Chloro-4-[2-methoxy-4-(4-methyl-piperazin-1-yl)-phenylamino]-pyrimidin-2-ylamino}-1-ethyl-6-methoxy-1,3,4,5-tetrahydro-benzo[b]azepin-2-one). Yield: 31.4%. Reaction SMILES: [NH2:1][C:2]1[CH:15]=[CH:14][C:5]2[N:6]([CH2:12][CH3:13])[C:7](=[O:11])[CH2:8][CH2:9][CH2:10][C:4]=2[C:3]=1[O:16][CH3:17].Cl[C:19]1[N:24]=[C:23]([NH:25][C:26]2[CH:31]=[CH:30][C:29]([N:32]3[CH2:37][CH2:36][N:35]([CH3:38])[CH2:34][CH2:33]3)=[CH:28][C:27]=2[O:39][CH3:40])[C:22]([Cl:41])=[CH:21][N:20]=1>>[Cl:41][C:22]1[C:23]([NH:25][C:26]2[CH:31]=[CH:30][C:29]([N:32]3[CH2:37][CH2:36][N:35]([CH3:38])[CH2:34][CH2:33]3)=[CH:28][C:27]=2[O:39][CH3:40])=[N:24][C:19]([NH:1][C:2]2[CH:15]=[CH:14][C:5]3[N:6]([CH2:12][CH3:13])[C:7](=[O:11])[CH2:8][CH2:9][CH2:10][C:4]=3[C:3]=2[O:16][CH3:17])=[N:20][CH:21]=1. Reported procedure: Following a procedure analogous to 101b, 7-Amino-1-ethyl-6-methoxy-1,3,4,5-tetrahydro-benzo[b]azepin-2-one (46 mg) and (2,5-Dichloro-pyrimidin-4-yl)-[2-methoxy-4-(4-methyl-piperazin-1-yl)-phenyl]-amine (60 mg) were reacted to give 7-{5-Chloro-4-[2-methoxy-4-(4-methyl-piperazin-1-yl)-phenylamino]-pyrimidin-2-ylamino}-1-ethyl-6-methoxy-1,3,4,5-tetrahydro-benzo[b]azepin-2-one (29 mgs, 26%) as an off-white solid. 1H-NMR (CDCl3, 400 MHz): δ 8.27 (d, J=8.8 Hz, 1H), 8.19 (d, J=8.6 Hz, 1H), 8.06 (s, 1H)... Reactants: BrCCCCBr, CCOC(=O)c1[nH]c(-c2ccccc2)c2cc(Cl)ccc12, CN(C)C=O, [Cl-], [H-], [Na+], [Na+]. Yields the product CCOC(=O)c1c2ccc(Cl)cc2c(-c2ccccc2)n1CCCCBr. Reaction SMILES: [Br:24][CH2:25][CH2:26][CH2:27][CH2:28][Br:29].[CH2:1]([CH3:2])[O:3][C:4](=[O:5])[c:6]1[nH:7][c:8](-[c:16]2[cH:17][cH:18][cH:19][cH:20][cH:21]2)[c:9]2[cH:10][c:11]([Cl:15])[cH:12][cH:13][c:14]12.[CH3:32][N:33]([CH3:34])[CH:35]=[O:36].[Cl-:31].[H-:22].[Na+:23].[Na+:30]>>[CH2:1]([CH3:2])[O:3][C:4](=[O:5])[c:6]1[n:7]([CH2:28][CH2:27][CH2:26][CH2:25][Br:24])[c:8](-[c:16]2[cH:17][cH:18][cH:19][cH:20][cH:21]2)[c:9]2[cH:10][c:11]([Cl:15])[cH:12][cH:13][c:14]12. Reactants: [OH-].OCC[N+](C)(C)C (choline hydroxide), O (Water), CC=1C=C(C=CC1C)N1N=C(C(C1=O)=NNC=1C(=C(C=CC1)C1=CC(=CC=C1)C1=NN=NN1)O)C (2-(3,4-Dimethylphenyl)-4-{[2-hydroxy-3′-(1H-tetrazol-5-yl)biphenyl-3-yl]-hydrazono}-5-methyl-2,4-dihydropyrazol-3-one), crude orange solid, C(C)O (ethanol). The solvent is CO (methanol), C(C)(=O)OCC (ethyl acetate). Conditions: temperature 35 celsius, time 3 hour. Product: OCC[N+](C)(C)C.CC=1C=C(C=CC1C)N1N=C(C(C1=O)=NNC=1C(=C(C=CC1)C1=CC(=CC=C1)C1=NN=NN1)O)C (2-(3,4-dimethylphenyl)-4-{[2-hydroxy-3′-(1H-tetrazol-5-yl)biphenyl-3-yl]-hydrazono}-5-methyl-2,4-dihydropyrazol-3-one choline). Isolated yield 87.0%. As a reaction SMILES: [CH3:1][C:2]1[CH:3]=[C:4]([N:9]2[C:13](=[O:14])[C:12](=[N:15][NH:16][C:17]3[C:18]([OH:34])=[C:19]([C:23]4[CH:28]=[CH:27][CH:26]=[C:25]([C:29]5[NH:33][N:32]=[N:31][N:30]=5)[CH:24]=4)[CH:20]=[CH:21][CH:22]=3)[C:11]([CH3:35])=[N:10]2)[CH:5]=[CH:6][C:7]=1[CH3:8].C(O)C.[OH-].[OH:40][CH2:41][CH2:42][N+:43]([CH3:46])([CH3:45])[CH3:44].O>C(OCC)(=O)C.CO>[OH:40][CH2:41][CH2:42][N+:43]([CH3:46])([CH3:45])[CH3:44].[CH3:1][C:2]1[CH:3]=[C:4]([N:9]2[C:13](=[O:14])[C:12](=[N:15][NH:16][C:17]3[C:18]([OH:34])=[C:19]([C:23]4[CH:28]=[CH:27][CH:26]=[C:25]([C:29]5[NH:30][N:31]=[N:32][N:33]=5)[CH:24]=4)[CH:20]=[CH:21][CH:22]=3)[C:11]([CH3:35])=[N:10]2)[CH:5]=[CH:6][C:7]=1[CH3:8] |f:2.3,7.8|. Procedure: 2-(3,4-Dimethylphenyl)-4-{[2-hydroxy-3′-(1H-tetrazol-5-yl)biphenyl-3-yl]-hydrazono}-5-methyl-2,4-dihydropyrazol-3-one, 1.1 g of crude orange solid, in 7 mL of ethyl acetate and 12 mL of ethanol (190 proof) was stirred at approximately 40° C. To this suspension 2.5 ml of choline hydroxide (1N) solution in methanol was added resulting in a dark orange brown solution. Water (1 ml) was added to the dark solution and the mixture stirred at approx. 35° C. for approx. 3 hours. During this time, precipi... Starting materials: FC1=C(C=CC(=C1)F)C1(OC1)C(=C)C=1C=CC(=NC1)SC (2-(2,4-Difluorophenyl)-2-(1-(2-methylthiopyridin-5-yl)ethenyl)oxirane), C([O-])([O-])=O.[K+].[K+] (potassium carbonate), N1N=CN=C1 (1H-1,2,4-triazole), C(C)(=O)OCC (ethyl acetate). Solvent: CN(C)C=O (DMF). Reaction conditions: temperature 50 celsius, time 20 hour. Yields the product FC1=C(C=CC(=C1)F)C(CN1N=CN=C1)(C(=C)C=1C=CC(=NC1)SC)O (2-(2,4-Difluorophenyl)-3-(2-methylthiopyridin-5-yl)-1-(1H-1,2,4-triazol-1-yl)-3-buten-2-ol). Isolated yield 71.9%. Reaction SMILES: [F:1][C:2]1[CH:7]=[C:6]([F:8])[CH:5]=[CH:4][C:3]=1[C:9]1([C:12]([C:14]2[CH:15]=[CH:16][C:17]([S:20][CH3:21])=[N:18][CH:19]=2)=[CH2:13])[CH2:11][O:10]1.C(=O)([O-])[O-].[K+].[K+].[NH:28]1[CH:32]=[N:31][CH:30]=[N:29]1.C(OCC)(=O)C>CN(C=O)C>[F:1][C:2]1[CH:7]=[C:6]([F:8])[CH:5]=[CH:4][C:3]=1[C:9]([OH:10])([C:12]([C:14]1[CH:15]=[CH:16][C:17]([S:20][CH3:21])=[N:18][CH:19]=1)=[CH2:13])[CH2:11][N:28]1[CH:32]=[N:31][CH:30]=[N:29]1 |f:1.2.3|. Procedure details: A solution of the product of part (vi) (3.6 g, 13 mmol) in DMF (30 ml) was added to potassium carbonate (2.0 g, 15 mmol) and 1H-1,2,4-triazole (1.0 g, 15 mmol). The mixture was stirred at 50° C. for 20 hours then poured into ethyl acetate (200 ml) and washed with water (2×100 ml). The organic phase was dried (MgSO4) and evaporated under reduced pressure. Flash chromatography of the residue on silica by elution with ethyl acetate gave the title compound as an oil, (3.5 g).